From a dataset of the Open Reaction Database (ORD), a public repository of structured organic reaction records. describe an organic reaction: reactants, conditions, products, and yield The reactants are [N+](=O)([O-])C1=C2CNC(C2=CC=C1)=O (4-nitro-2,3-dihydro-isoindol-1-one). Reagents/catalysts: [Pd] (Pd/C). Run in CO (MeOH). Conditions: time 24 hour. Yields the product NC1=C2CNC(C2=CC=C1)=O (4-Amino-2,3-dihydro-isoindol-1-one). Reaction SMILES: [N+:1]([C:4]1[CH:12]=[CH:11][CH:10]=[C:9]2[C:5]=1[CH2:6][NH:7][C:8]2=[O:13])([O-])=O>CO.[Pd]>[NH2:1][C:4]1[CH:12]=[CH:11][CH:10]=[C:9]2[C:5]=1[CH2:6][NH:7][C:8]2=[O:13]. Procedure: To the suspension of 4-nitro-2,3-dihydro-isoindol-1-one (2.40 g, 13.5 mmol) in 100 ml of MeOH was added Pd/C (10 wt %, 0.36 g). The mixture was then placed under H2 from a balloon, stirred at RT for 24 h, filtered through Celite®, and condensed to give the titled compound as a light greenish solid. MS (ES+): 149.1 (M+H)+. Calc'd for C8H8N2O—148.16. The reactants are [O-]CC.[Na+] (sodium ethoxide), Cl.ClCCN1CCCCC1 (N-(2-chloroethyl)-piperidine hydrochloride), [O-]CC.[Na+] (sodium ethoxide), [O-]CC.[Na+] (sodium ethoxide), C(CCCCCC)S (heptyl mercaptan), [Na] (sodium). Run in C(C)O (ethanol), C(C)O (ethanol), C(C)O (ethanol). Conditions: time 8 hour. Product: Cl.C(CCCCCC)SCCN1CCCCC1 (2-(1-Piperidyl)ethyl heptyl sulfide, hydrochloride salt). Yield: 83.3%. RXN SMILES: [O-]CC.[Na+].[Na].Cl.[Cl:7][CH2:8][CH2:9][N:10]1[CH2:15][CH2:14][CH2:13][CH2:12][CH2:11]1.[CH2:16]([SH:23])[CH2:17][CH2:18][CH2:19][CH2:20][CH2:21][CH3:22]>C(O)C>[ClH:7].[CH2:16]([S:23][CH2:8][CH2:9][N:10]1[CH2:15][CH2:14][CH2:13][CH2:12][CH2:11]1)[CH2:17][CH2:18][CH2:19][CH2:20][CH2:21][CH3:22] |f:0.1,3.4,7.8,^1:4|. Reported procedure: Generate sodium ethoxide by carefully adding sodium metal (1.4 g, 60 mmol) to absolute ethanol (50 mL). Add 1/2 of the sodium ethoxide (30 mL) to a solution of N-(2-chloroethyl)-piperidine hydrochloride (5.0 g, 27.2 mmol) in absolute ethanol. Add the other 1/2 of the sodium ethoxide (30 mL) to a solution of heptyl mercaptan (4.6 mL, 30 mmol) in absolute ethanol. Mix the two and stir at room temperature overnight. Concentrate in vacuo, partition between water and ethyl acetate and separate the or... The reactants are C(O)([O-])=O.[Na+] (sodium hydrogen carbonate), OC(C(=O)O[C@@H]1CC[C@H](CC1)N(C)CCOC(=O)NC1=C(C=C(C(=C1)OC)CO[Si](C)(C)C(C)(C)C)Cl)(C=1SC=CC1)C=1SC=CC1 (trans-4-[{2-[({[4-({[tert-butyl(dimethyl)silyl]oxy}methyl)-2-chloro-5-methoxyphenyl]amino}carbonyl)oxy]ethyl}(methyl)amino]cyclohexyl hydroxy(di-2-thienyl)acetate), OC(C(=O)O[C@@H]1CC[C@H](CC1)N(C)CCOC(=O)NC1=C(C=C(C(=C1)OC)CO[Si](C)(C)C(C)(C)C)Cl)(C=1SC=CC1)C=1SC=CC1 (trans-4-[{2-[({[4-({[tert-butyl(dimethyl)silyl]oxy}methyl)-2-chloro-5-methoxyphenyl]amino}carbonyl)oxy]ethyl}(methyl)amino]cyclohexyl hydroxy(di-2-thienyl)acetate), Cl (HCl). Run in C1CCOC1 (THF). Reaction conditions: time 2.5 hour. The product is OC(C(=O)O[C@@H]1CC[C@H](CC1)N(C)CCOC(=O)NC1=C(C=C(C(=C1)OC)CO)Cl)(C=1SC=CC1)C=1SC=CC1 (trans-4-[{2-[({[2-chloro-4-(hydroxymethyl)-5-methoxyphenyl]amino}carbonyl)-oxy]ethyl}(methyl)amino]cyclohexyl hydroxy(di-2-thienyl)acetate). The yield is 78.0%. As a reaction SMILES: [OH:1][C:2]([C:43]1[S:44][CH:45]=[CH:46][CH:47]=1)([C:38]1[S:39][CH:40]=[CH:41][CH:42]=1)[C:3]([O:5][C@H:6]1[CH2:11][CH2:10][C@H:9]([N:12]([CH2:14][CH2:15][O:16][C:17]([NH:19][C:20]2[CH:25]=[C:24]([O:26][CH3:27])[C:23]([CH2:28][O:29][Si](C(C)(C)C)(C)C)=[CH:22][C:21]=2[Cl:37])=[O:18])[CH3:13])[CH2:8][CH2:7]1)=[O:4].Cl.C(=O)([O-])O.[Na+]>C1COCC1>[OH:1][C:2]([C:38]1[S:39][CH:40]=[CH:41][CH:42]=1)([C:43]1[S:44][CH:45]=[CH:46][CH:47]=1)[C:3]([O:5][C@H:6]1[CH2:7][CH2:8][C@H:9]([N:12]([CH2:14][CH2:15][O:16][C:17]([NH:19][C:20]2[CH:25]=[C:24]([O:26][CH3:27])[C:23]([CH2:28][OH:29])=[CH:22][C:21]=2[Cl:37])=[O:18])[CH3:13])[CH2:10][CH2:11]1)=[O:4] |f:2.3|. Procedure details: To a solution of trans-4-[{2-[({[4-({[tert-butyl(dimethyl)silyl]oxy}methyl)-2-chloro-5-methoxyphenyl]amino}carbonyl)oxy]ethyl}(methyl)amino]cyclohexyl hydroxy(di-2-thienyl)acetate (intermediate 61; 315 mg; 0.44 mmol) in 6 ml THF were added 1.31 ml (1.31 mmol) of aqueous 1M HCl and the system was stirred at room temperature for 2.5 hrs. The solution was basified with aqueous 4% sodium hydrogen carbonate solution and extracted thrice with ethyl acetate. The organic extracts were washed with brine,...